Dataset: the Open Reaction Database (ORD), a public repository of structured organic reaction records. Task: describe an organic reaction: reactants, conditions, products, and yield Reactants: O1C=C(C=C1)C(=O)N1C(=NC2=C1C=CC=C2)NC2CCN(CC2)CC#N (4-[[1-(3-furanylcarbonyl)-1H-benzimidazol-2-yl]amino]-1-piperidineacetonitrile), [OH-].[Na+] (sodium hydroxide), O (water), O (water), [H-].[Al+3].[Li+].[H-].[H-].[H-] (lithium aluminium hydride). The solvent is O1CCCC1 (tetrahydrofuran), O1CCCC1 (tetrahydrofuran). Yields the product NCCN1CCC(CC1)NC1=NC2=C(N1)C=CC=C2 (N-[1-(2-aminoethyl)-4-piperidinyl]-1H-benzimidazol-2-amine). Isolated yield 69.5%. RXN SMILES: [H-].[Al+3].[Li+].[H-].[H-].[H-].O1C=CC(C([N:14]2[C:18]3[CH:19]=[CH:20][CH:21]=[CH:22][C:17]=3[N:16]=[C:15]2[NH:23][CH:24]2[CH2:29][CH2:28][N:27]([CH2:30][C:31]#[N:32])[CH2:26][CH2:25]2)=O)=C1.O.[OH-].[Na+]>O1CCCC1>[NH2:32][CH2:31][CH2:30][N:27]1[CH2:26][CH2:25][CH:24]([NH:23][C:15]2[NH:14][C:18]3[CH:19]=[CH:20][CH:21]=[CH:22][C:17]=3[N:16]=2)[CH2:29][CH2:28]1 |f:0.1.2.3.4.5,8.9|. Run at time 8 hour. Reported procedure: To 180 parts of tetrahydrofuran were added carefully 2.4 parts of lithium aluminium hydride under nitrogen atmosphere. Then there was added dropwise a solution of 7 parts of 4-[[1-(3-furanylcarbonyl)-1H-benzimidazol-2-yl]amino]-1-piperidineacetonitrile in tetrahydrofuran: temp. rose to 50° C. Upon completion, stirring was continued overnight at reflux temperature. The reaction mixture was cooled in an ice-bath and decomposed by the successive additions of 3 parts of water, 9 parts of a sodium hy... Starting materials: N1CCC(CC1)ON=C1CCN(CC1)C1=C(C=C(C=C1)S(=O)(=O)C)F (1-(2-Fluoro-4-methanesulfonyl-phenyl)-piperidin-4-one O-piperidin-4-yl-oxime), FC1=NC=CC=C1 (2-fluoropyridine), C(C)(C)N(CC)C(C)C (diisopropylethylamine), CS(=O)C (DMSO). Run in CO (methanol). Conditions: temperature 120 celsius. The product is N1(CCC(CC1)ON=C1CCN(CC1)C1=C(C=C(C=C1)S(=O)(=O)C)F)C1=NC=CC=C1 (1-(2-Fluoro-4-methanesulfonyl-phenyl)-piperidin-4-one O-(3,4,5,6-tetrahydro-2H-[1,2′]bipyridinyl-4-yl)-oxime). Reaction SMILES: [NH:1]1[CH2:6][CH2:5][CH:4]([O:7][N:8]=[C:9]2[CH2:14][CH2:13][N:12]([C:15]3[CH:20]=[CH:19][C:18]([S:21]([CH3:24])(=[O:23])=[O:22])=[CH:17][C:16]=3[F:25])[CH2:11][CH2:10]2)[CH2:3][CH2:2]1.C(N(C(C)C)CC)(C)C.CS(C)=O.F[C:40]1[CH:45]=[CH:44][CH:43]=[CH:42][N:41]=1>CO>[N:1]1([C:40]2[CH:45]=[CH:44][CH:43]=[CH:42][N:41]=2)[CH2:6][CH2:5][CH:4]([O:7][N:8]=[C:9]2[CH2:14][CH2:13][N:12]([C:15]3[CH:20]=[CH:19][C:18]([S:21]([CH3:24])(=[O:22])=[O:23])=[CH:17][C:16]=3[F:25])[CH2:11][CH2:10]2)[CH2:3][CH2:2]1. Procedure details: 30 mg of 63a (0.08 mmol), diisopropylethylamine (75 μL, 0.43 mmol), DMSO (0.3 mL) and 2-fluoropyridine (11.7 mg, 0.12 mmol) were combined and heated to 120° C. overnight. The mixture was diluted with methanol and purified on preparative HPLC to give 63-1: LC-MS 447.4 (MH+). Starting materials: C[Si](Cl)(c1ccccc1)c1ccccc1, C=C(F)F, I, [Li], C1CCOC1. The product is C=C(F)[Si](C)(c1ccccc1)c1ccccc1. Reaction SMILES: [CH3:2][Si:3]([c:4]1[cH:5][cH:6][cH:7][cH:8][cH:9]1)([c:10]1[cH:11][cH:12][cH:13][cH:14][cH:15]1)[Cl:16].[F:18][C:19](=[CH2:20])[F:21].[I:17].[Li:1].[O:22]1[CH2:23][CH2:24][CH2:25][CH2:26]1>>[CH3:2][Si:3]([c:4]1[cH:5][cH:6][cH:7][cH:8][cH:9]1)([c:10]1[cH:11][cH:12][cH:13][cH:14][cH:15]1)[C:19]([F:18])=[CH2:20]. Reactants: [Ag+], CCO, O=Cc1cn(C(c2ccccc2)(c2ccccc2)c2ccccc2)c(F)n1, ClCCl, [K+], O=[N+]([O-])[O-], [OH-], O. Yields the product O=C(O)c1cn(C(c2ccccc2)(c2ccccc2)c2ccccc2)c(F)n1. As a reaction SMILES: [Ag+:41].[CH3:30][CH2:31][OH:32].[CH:1](=[O:2])[c:3]1[n:4][c:5]([F:27])[n:6]([C:8]([c:9]2[cH:10][cH:11][cH:12][cH:13][cH:14]2)([c:15]2[cH:16][cH:17][cH:18][cH:19][cH:20]2)[c:21]2[cH:22][cH:23][cH:24][cH:25][cH:26]2)[cH:7]1.[Cl:33][CH2:34][Cl:35].[K+:29].[N+:37]([O-:38])([O-:39])=[O:40].[OH-:28].[OH2:36]>>[C:1](=[O:2])([c:3]1[n:4][c:5]([F:27])[n:6]([C:8]([c:9]2[cH:10][cH:11][cH:12][cH:13][cH:14]2)([c:15]2[cH:16][cH:17][cH:18][cH:19][cH:20]2)[c:21]2[cH:22][cH:23][cH:24][cH:25][cH:26]2)[cH:7]1)[OH:28]. The reactants are COC(CCCCCCNCC1=CC=C(C=C1)CCCC)=O (7-(4-butyl-benzylamino)-heptanoic acid methyl ester), C(C)(C)N(C(C)C)CC (N,N-diisopropylethylamine), Cl.N1=CC(=CC=C1)S(=O)(=O)Cl (pyridine-3-sulfonyl chloride hydrochloride). The solvent is C(Cl)Cl (CH2Cl2), C(Cl)Cl (CH2Cl2). Reaction conditions: time 8 hour. The product is COC(CCCCCCN(S(=O)(=O)C=1C=NC=CC1)CC1=CC=C(C=C1)CCCC)=O (7-((4-Butyl-benzyl)-(Pyridine-3-sulfonyl)-amino)-heptanoic acid methyl ester). As a reaction SMILES: [CH3:1][O:2][C:3](=[O:22])[CH2:4][CH2:5][CH2:6][CH2:7][CH2:8][CH2:9][NH:10][CH2:11][C:12]1[CH:17]=[CH:16][C:15]([CH2:18][CH2:19][CH2:20][CH3:21])=[CH:14][CH:13]=1.C(N(CC)C(C)C)(C)C.Cl.[N:33]1[CH:38]=[CH:37][CH:36]=[C:35]([S:39](Cl)(=[O:41])=[O:40])[CH:34]=1>C(Cl)Cl>[CH3:1][O:2][C:3](=[O:22])[CH2:4][CH2:5][CH2:6][CH2:7][CH2:8][CH2:9][N:10]([CH2:11][C:12]1[CH:17]=[CH:16][C:15]([CH2:18][CH2:19][CH2:20][CH3:21])=[CH:14][CH:13]=1)[S:39]([C:35]1[CH:34]=[N:33][CH:38]=[CH:37][CH:36]=1)(=[O:41])=[O:40] |f:2.3|. Reported procedure: A solution of 7-(4-butyl-benzylamino)-heptanoic acid methyl ester prepared of Example 1, Step A (0.10 g, 0.33 mmol), N,N-diisopropylethylamine (0.85 g 0.66 mmol) and pyridine-3-sulfonyl chloride hydrochloride, prepared of Preparation 2, (0.070 g, 0.33 mmol) in 3 mL CH2Cl2 was stirred at room temperature overnight. The mixture was diluted with CH2Cl2 and the organic solution was washed with water and brine, dried over MgSO4, filtered and concentrated in vacuo. The product was purified by flash ch... The reactants are [Li]CCCC, C1CCOC1, [Cl-], [Cl-], COc1nnc(-c2ccncc2)cc1-c1[nH]c2ccccc2c1I, [Zn+2]. The product is CCCCc1c(-c2cc(-c3ccncc3)nnc2OC)[nH]c2ccccc12. Reaction SMILES: [CH2:1]([CH2:2][CH2:3][CH3:4])[Li:5].[CH2:30]1[O:31][CH2:32][CH2:33][CH2:34]1.[Cl-:35].[Cl-:37].[I:6][c:7]1[c:8](-[c:16]2[c:17]([O:28][CH3:29])[n:18][n:19][c:20](-[c:22]3[cH:23][cH:24][n:25][cH:26][cH:27]3)[cH:21]2)[nH:9][c:10]2[cH:11][cH:12][cH:13][cH:14][c:15]12.[Zn+2:36]>>[CH2:1]([CH2:2][CH2:3][CH3:4])[c:7]1[c:8](-[c:16]2[c:17]([O:28][CH3:29])[n:18][n:19][c:20](-[c:22]3[cH:23][cH:24][n:25][cH:26][cH:27]3)[cH:21]2)[nH:9][c:10]2[cH:11][cH:12][cH:13][cH:14][c:15]12. Reactants: C(CC)[C@@H]1CC[C@H](CC1)CC[C@@H]1CC[C@H](CC1)CC(=O)Cl (trans-4-[2-(trans-4-propylcyclohexyl)ethyl]-cyclohexylacetyl chloride), Grignard reagent, BrC1=CC(=C(C(=C1)F)F)F (1-bromo-3,4,5-trifluorobenzene). Product: C(CC)[C@@H]1CC[C@H](CC1)CC[C@@H]1CC[C@H](CC1)CCC1=CC(=C(C(=C1)F)F)F (1-[trans-4-{2-(trans-4-propylcyclohexyl)ethyl}-cyclohexyl]-2-(3,4,5-trifluorophenyl)ethane). As a reaction SMILES: [CH2:1]([C@H:4]1[CH2:9][CH2:8][C@H:7]([CH2:10][CH2:11][C@H:12]2[CH2:17][CH2:16][C@H:15]([CH2:18][C:19](Cl)=O)[CH2:14][CH2:13]2)[CH2:6][CH2:5]1)[CH2:2][CH3:3].Br[C:23]1[CH:28]=[C:27]([F:29])[C:26]([F:30])=[C:25]([F:31])[CH:24]=1>>[CH2:1]([C@H:4]1[CH2:9][CH2:8][C@H:7]([CH2:10][CH2:11][C@H:12]2[CH2:17][CH2:16][C@H:15]([CH2:18][CH2:19][C:23]3[CH:28]=[C:27]([F:29])[C:26]([F:30])=[C:25]([F:31])[CH:24]=3)[CH2:14][CH2:13]2)[CH2:6][CH2:5]1)[CH2:2][CH3:3]. Procedure details: Using trans-4-[2-(trans-4-propylcyclohexyl)ethyl]-cyclohexylacetyl chloride and a Grignard reagent prepared from 1-bromo-3,4,5-trifluorobenzene, as starting raw materials, 1-[trans-4-{2-(trans-4-propylcyclohexyl)ethyl}-cyclohexyl]-2-(3,4,5-trifluorophenyl)ethane was obtained in the same manner as in Example 2. Starting materials: C(C)(=O)C1=CC=C(C=C1)C(C(=O)OCCC(CCC=C(C)C)C)=O (3,7-Dimethyl-6-octenyl (4-acetylphenyl)oxoacetate), CC(CCCC(C(=O)[O-])=O)CCC=C(C)C (3,7-Dimethyl-6octenyl-2-oxopropanoate), CC(CCC(C(C(=O)[O-])=O)C)CCC=C(C)C (3,7-Dimethyl-6octenyl-2-oxobutanoate), ( 26 ), O=C(C(=O)OCCC(CCC=C(C)C)C)C1=CC=CC=C1 (3,7-Dimethyl-6-octenyl oxo(phenyl)acetate), C1(CCCCC1)C(C(=O)OC\C=C(\CCC=C(C)C)/C)=O ((E)-3,7-Dimethyl-2,6-octadienyl (cyclohexyl)oxoacetate), C(C)(=O)C1=CC=C(C=C1)C(C(=O)OCCC(CCC=C(C)C)C)=O (3,7-Dimethyl-6-octenyl (4-acetylphenyl)oxoacetate), CC(CCCC(C(=O)[O-])=O)CCC=C(C)C (3,7-Dimethyl-6octenyl-2-oxopropanoate), CC(CCCC(C(=O)[O-])=O)CCC=C(C)C (3,7-Dimethyl-6octenyl-2-oxopropanoate), C1(CCCCC1)C(C(=O)OCC1=CC=C(C=C1)OC)=O (4-Methoxybenzyl (cyclohexyl)oxoacetate), CC(CCCC(C(=O)[O-])=O)CCC=C(C)C (3,7-Dimethyl-6octenyl-2-oxopropanoate), CC(CCCC(C(=O)[O-])=O)CCC=C(C)C (3,7-Dimethyl-6octenyl-2-oxopropanoate), CC(C(C(=O)OCCC(CCC=C(C)C)C)=O)CC (3,7-Dimethyl-6-octenyl 3-methyl-2-oxopentanoate), CC(CCCC(C(=O)[O-])=O)CCC=C(C)C (3,7-Dimethyl-6octenyl-2-oxopropanoate), CC(CCCC(C(=O)[O-])=O)CCC=C(C)C (3,7-Dimethyl-6octenyl-2-oxopropanoate), CC(CCCC(C(=O)[O-])=O)CCC=C(C)C (3,7-Dimethyl-6octenyl-2-oxopropanoate), CC(C(C(=O)OCCC(CCC=C(C)C)C)=O)CC (3,7-Dimethyl-6-octenyl 3-methyl-2-oxopentanoate), CC(CCC(C(C(=O)[O-])=O)C)CCC=C(C)C (3,7-Dimethyl-6octenyl-2-oxobutanoate), CC(CCC(C(C(=O)[O-])=O)C)CCC=C(C)C (3,7-Dimethyl-6octenyl-2-oxobutanoate), C(C)(=O)C1=CC=C(C=C1)C(C(=O)OCCC(CCC=C(C)C)C)=O (3,7-Dimethyl-6-octenyl (4-acetylphenyl)oxoacetate), O=C(C(=O)OCCC(CCC=C(C)C)C)C1=CC=CC=C1 (3,7-Dimethyl-6-octenyl oxo(phenyl)acetate), CC(CCCC(C(=O)[O-])=O)CCC=C(C)C (3,7-Dimethyl-6octenyl-2-oxopropanoate), CC(CCC(C(C(=O)[O-])=O)C)CCC=C(C)C (3,7-Dimethyl-6octenyl-2-oxobutanoate), CC(CCC(C(C(=O)[O-])=O)C)CCC=C(C)C (3,7-Dimethyl-6octenyl-2-oxobutanoate), CC(CCCC(C(=O)[O-])=O)CCC=C(C)C (3,7-Dimethyl-6octenyl-2-oxopropanoate), CC(CCCC(C(=O)[O-])=O)CCC=C(C)C (3,7-Dimethyl-6octenyl-2-oxopropanoate), CC(CCC(C(C(=O)[O-])=O)C)CCC=C(C)C (3,7-Dimethyl-6octenyl-2-oxobutanoate), CC(CCC(C(C(=O)[O-])=O)C)CCC=C(C)C (3,7-Dimethyl-6octenyl-2-oxobutanoate), ( 28 ), C(C)(=O)C1=CC=C(C=C1)C(C(=O)OCCC(CCC=C(C)C)C)=O (3,7-Dimethyl-6-octenyl (4-acetylphenyl)oxoacetate), CC(C(C(=O)OCCC(CCC=C(C)C)C)=O)CC (3,7-Dimethyl-6-octenyl 3-methyl-2-oxopentanoate), CC(CCC(C(C(=O)[O-])=O)C)CCC=C(C)C (3,7-Dimethyl-6octenyl-2-oxobutanoate), CC(CCCC(C(=O)[O-])=O)CCC=C(C)C (3,7-Dimethyl-6octenyl-2-oxopropanoate), CC(CCC(C(C(=O)[O-])=O)C)CCC=C(C)C (3,7-Dimethyl-6octenyl-2-oxobutanoate), CC(CCCC(C(=O)[O-])=O)CCC=C(C)C (3,7-Dimethyl-6octenyl-2-oxopropanoate), O=C(C(=O)OCCC(CCC=C(C)C)C)C1=CC=CC=C1 (3,7-Dimethyl-6-octenyl oxo(phenyl)acetate), CC(CCCC(C(=O)[O-])=O)CCC=C(C)C (3,7-Dimethyl-6octenyl-2-oxopropanoate), CC(C(C(=O)OCCC(CCC=C(C)C)C)=O)CC (3,7-Dimethyl-6-octenyl 3-methyl-2-oxopentanoate), C1(CCCCC1)C(C(=O)OCC1=CC=C(C=C1)OC)=O (4-Methoxybenzyl (cyclohexyl)oxoacetate), C1(CCCCC1)C(C(=O)OCCC(CCC=C(C)C)C)=O (3,7-Dimethyl-6-octenyl (cyclohexyl)oxoacetate), ( 30 ), O=C(C(=O)OCCC(CCC=C(C)C)C)CCC (3,7-Dimethyl-6-octenyl 2-oxopentanoate), O=C(C(=O)OCCC(CCC=C(C)C)C)C1=CC=CC=C1 (3,7-Dimethyl-6-octenyl oxo(phenyl)acetate), ( 52 ), CC(CCCC(C(=O)[O-])=O)CCC=C(C)C (3,7-Dimethyl-6octenyl-2-oxopropanoate), CC(CCC(C(C(=O)[O-])=O)C)CCC=C(C)C (3,7-Dimethyl-6octenyl-2-oxobutanoate), ( 100 ). Product: CC(C(C(=O)OC\C=C(\CCC=C(C)C)/C)=O)CC ((E)-3,7-Dimethyl-2,6-octadienyl 3-methyl-2-oxopentanoate). As a reaction SMILES: [CH3:1][CH:2]([CH2:11][CH2:12][CH:13]=[C:14]([CH3:16])[CH3:15])[CH2:3][CH2:4]CC(=O)C([O-])=O.[CH3:17][CH:18]([CH2:34][CH3:35])[C:19](=[O:33])[C:20]([O:22]CCC(C)CCC=C(C)C)=[O:21].C(C1C=CC(C(=O)C(OCCC(C)CCC=C(C)C)=O)=CC=1)(=O)C.O=C(C1C=CC=CC=1)C(OCCC(C)CCC=C(C)C)=O.CC(CCC=C(C)C)CCC(C)C(=O)C([O-])=O.C1(C(=O)C(OC/C=C(\C)/CCC=C(C)C)=O)CCCCC1.C1(C(=O)C(OCCC(C)CCC=C(C)C)=O)CCCCC1.O=C(CCC)C(OCCC(C)CCC=C(C)C)=O.C1(C(=O)C(OCC2C=CC(OC)=CC=2)=O)CCCCC1>>[CH3:17][CH:18]([CH2:34][CH3:35])[C:19](=[O:33])[C:20]([O:22][CH2:4]/[CH:3]=[C:2](\[CH3:1])/[CH2:11][CH2:12][CH:13]=[C:14]([CH3:15])[CH3:16])=[O:21]. Procedure details: MS (EI): 266 (M+, 1); 181 (1); 179 (1); 153 (1); 138 (3); 137 (28); 136 (6); 135 (5); 123 (1); 122 (1); 121 (2); 109 (1); 107 82); 96 (2); 95 (10); 94 (2); 93 (6); 92 (2); 91 (3); 85 (9); 83 (1); 82 (4); 81 (52); 80 (2); 79 (3); 78 (1); 77 (3); 71 (1); 70 (6); 69 (100); 68 (12); 67 (12); 66 (1); 65 (2); 58 (2); 57 (30); 56 (1); 55 (5); 54 (1); 53 (6); 51 (1); 43 (1); 42 (2); 41 (26); 40 (2); 39 (5) 29 (5); 28 (1); 27 (2).